Dataset: the Open Reaction Database (ORD), a public repository of structured organic reaction records. Task: describe an organic reaction: reactants, conditions, products, and yield Reactants: CCC1(C)C(=O)C(C(=O)NCC(=O)OC(C)(C)C)=C(O)c2cc(Cl)ccc21, O=C(O)C(F)(F)F. The product is CCC1(C)C(=O)C(C(=O)NCC(=O)O)=C(O)c2cc(Cl)ccc21. RXN SMILES: [Cl:1][c:2]1[cH:3][c:4]2[c:9]([cH:10][cH:11]1)[C:8]([CH3:12])([CH2:13][CH3:14])[C:7](=[O:15])[C:6]([C:16](=[O:17])[NH:18][CH2:19][C:20](=[O:21])[O:22][C:23]([CH3:24])([CH3:25])[CH3:26])=[C:5]2[OH:27].[F:28][C:29]([F:30])([F:31])[C:32]([OH:33])=[O:34]>>[Cl:1][c:2]1[cH:3][c:4]2[c:9]([cH:10][cH:11]1)[C:8]([CH3:12])([CH2:13][CH3:14])[C:7](=[O:15])[C:6]([C:16](=[O:17])[NH:18][CH2:19][C:20](=[O:21])[OH:22])=[C:5]2[OH:27]. Reactants: N1=CC(=CC=C1)N1N=C(CC1)N (1-(pyridin-3-yl)-4,5-dihydro-1H-pyrazol-3-amine). The reagents and catalysts are [O-2].[Mn+4].[O-2] (Manganese(IV) oxide). Solvent: C(C)#N (acetonitrile). Run at temperature 60 celsius, time 18 hour. The product is NC1=NN(C=C1)C=1C=NC=CC1 (3-(3-amino-1H-pyrazol-1-yl)pyridine). Yield: 68.8%. Reaction SMILES: [N:1]1[CH:6]=[CH:5][CH:4]=[C:3]([N:7]2[CH2:11][CH2:10][C:9]([NH2:12])=[N:8]2)[CH:2]=1>[O-2].[Mn+4].[O-2].C(#N)C>[NH2:12][C:9]1[CH:10]=[CH:11][N:7]([C:3]2[CH:2]=[N:1][CH:6]=[CH:5][CH:4]=2)[N:8]=1 |f:1.2.3|. Procedure details: To a 3-neck, round bottomed flask (100 mL) was charged 1-(pyridin-3-yl)-4,5-dihydro-1H-pyrazol-3-amine (1.00 g, 6.17 mmol) and acetonitrile (20 mL). Manganese(IV) oxide (2.68 g, 30.8 mmol) was added, causing an exotherm from 20° C. to 25° C. The reaction was stirred at 60° C. for 18 hours, after which it was filtered through a Celite® pad and the pad was rinsed with acetonitrile (20 mL). Water (20 mL) was added to the combined filtrates and the resulting mixture was concentrated to 10 mL. Water ... The reactants are ClC1=CC=C(C=C1)C1=NC=2N(C(=C1)C1CC1)N=CC2C#C (5-(4-chloro-phenyl)-7-cyclopropyl-3-ethynyl-pyrazolo[1,5-a]pyrimidine), BrC=1C=C(C=NC1)S(=O)(=O)N (5-bromo-pyridine-3-sulfonic acid amide). Yields the product ClC1=CC=C(C=C1)C1=NC=2N(C(=C1)C1CC1)N=CC2C#CC=2C=C(C=NC2)S(=O)(=O)N (5-[5-(4-Chloro-phenyl)-7-cyclopropyl-pyrazolo[1,5-a]pyrimidin-3-ylethynyl]-pyridine-3-sulfonic acid amide), solid. Yield: 79.0%. Reaction SMILES: [Cl:1][C:2]1[CH:7]=[CH:6][C:5]([C:8]2[CH:13]=[C:12]([CH:14]3[CH2:16][CH2:15]3)[N:11]3[N:17]=[CH:18][C:19]([C:20]#[CH:21])=[C:10]3[N:9]=2)=[CH:4][CH:3]=1.Br[C:23]1[CH:24]=[C:25]([S:29]([NH2:32])(=[O:31])=[O:30])[CH:26]=[N:27][CH:28]=1>>[Cl:1][C:2]1[CH:7]=[CH:6][C:5]([C:8]2[CH:13]=[C:12]([CH:14]3[CH2:16][CH2:15]3)[N:11]3[N:17]=[CH:18][C:19]([C:20]#[C:21][C:23]4[CH:24]=[C:25]([S:29]([NH2:32])(=[O:31])=[O:30])[CH:26]=[N:27][CH:28]=4)=[C:10]3[N:9]=2)=[CH:4][CH:3]=1. Procedure details: The title compound was prepared from 5-(4-chloro-phenyl)-7-cyclopropyl-3-ethynyl-pyrazolo[1,5-a]pyrimidine (example C.5) (147 mg, 0.5 mmol) and 5-bromo-pyridine-3-sulfonic acid amide (119 mg, 0.5 mmol) according to general procedure II. Obtained as a yellow solid (177 mg, 79%). MS (ISP) 449.9 [(M+H)+]; mp 252-254° C. Reaction SMILES: O=P(Cl)(Cl)Cl.[Br:6][C:7]1[CH:15]=[C:14]2[C:10]([CH:11]=[CH:12][NH:13]2)=[CH:9][CH:8]=1.O.[OH-].[Na+].CN([CH:22]=[O:23])C>>[Br:6][C:7]1[CH:15]=[C:14]2[C:10]([C:11]([CH:22]=[O:23])=[CH:12][NH:13]2)=[CH:9][CH:8]=1 |f:3.4|. Reaction conditions: time 3 hour. Reported procedure: POCl3 (980 mg, 6.4 mmol) was added dropwise to DMF (3 mL) cooled in an ice bath. The mixture was stirred at 0° C. for 30 min before a solution of 6-bromo-1H-indole (1.0 g, 5.1 mmol) in DMF (7 mL) was slowly added at 0° C. The mixture was stirred at room temperature for 3 h before being poured into water and neutralized with 1N NaOH. The crude product was collected by filtration and used in next step without further purification. LCMS (m/z): 224.1 [M+H]+. Product: BrC1=CC=C2C(=CNC2=C1)C=O (6-Bromo-1H-indole-3-carbaldehyde). Starting materials: BrC1=CC=C2C=CNC2=C1 (6-bromo-1H-indole), CN(C)C=O (DMF), O=P(Cl)(Cl)Cl (POCl3), CN(C)C=O (DMF), O (water), [OH-].[Na+] (NaOH). Starting materials: P(=O)(Br)(Br)Br (Phosphorus oxybromide), O=C1NC=CC=2C(=CC=CC12)C#N (1-oxo-1,2-dihydro-5-isoquinolinecarbonitrile). Run in ClCCCl (1,2-dichloroethane). Yields the product BrC1=NC=CC=2C(=CC=CC12)C#N (1-Bromo-5-isoquinolinecarbonitrile). Reaction SMILES: P(Br)(Br)([Br:3])=O.O=[C:7]1[C:16]2[CH:15]=[CH:14][CH:13]=[C:12]([C:17]#[N:18])[C:11]=2[CH:10]=[CH:9][NH:8]1>ClCCCl>[Br:3][C:7]1[C:16]2[CH:15]=[CH:14][CH:13]=[C:12]([C:17]#[N:18])[C:11]=2[CH:10]=[CH:9][N:8]=1. Procedure: Phosphorus oxybromide (6.7 g) was added to a suspension of 1-oxo-1,2-dihydro-5-isoquinolinecarbonitrile (2 g) in 1,2-dichloroethane (100 ml). The resulting suspension was heated under reflux overnight. The solvent was removed in vacuo and the residue was washed with aq NaHCO3 (2N, 2×15 ml) to afford, after drying, the title compound (2.27 g). δH (DMSO-d6, 400 MHz): 7.99 (2H, m), 8.54 (3H, m). Reactants: C(C)C(C(=O)O)(C(=O)O)CCC1=CC=CC=C1 (Monoethyl 2-[2-(phenyl)ethyl]malonic acid), N1CCCCC1 (Piperidine), C=O (paraformaldehyde). Run at temperature 57.5 celsius. The product is C=C(C(=O)OCC)CCC1=CC=CC=C1 (2-Methylene-4-phenylbutyric acid, ethyl ester). Yield: 89.0%. RXN SMILES: C([C:3]([CH2:10][CH2:11][C:12]1[CH:17]=[CH:16][CH:15]=[CH:14][CH:13]=1)([C:7](O)=O)[C:4]([OH:6])=[O:5])C.N1CCC[CH2:20][CH2:19]1.C=O>>[CH2:7]=[C:3]([CH2:10][CH2:11][C:12]1[CH:13]=[CH:14][CH:15]=[CH:16][CH:17]=1)[C:4]([O:6][CH2:19][CH3:20])=[O:5]. Reported procedure: Monoethyl 2-[2-(phenyl)ethyl]malonic acid (47.2 g, 200 mole) was added to 40 mL round bottom flask fitted with a Teflon coated stirring bar. Piperidine (3 mL) and paraformaldehyde (8.4 g, 280 mmole) were added to the flask and the flask was heated to 55-60° C., until gas evolution ceased. TLC indicated that no starting material remained. The solution was worked up by removing the solvent under reduced pressure. Water (50 mL) and enough 12N HCl was added to the flask to acidify the mixture (pH>3)... Reactants: FC(C(=O)O)(F)F.FC(C(=O)O)(F)F.FC(C(=O)O)(F)F.ClC=1C=NC=2NC=3C=NC=C(CCC4=C(C=CC(NC1N2)=C4)NC(CC4CCNCC4)=O)C3 (N-[6-chloro-2,4,8,18,22-pentaazatetracyclo[14.3.1.1(3,7).1(9,13)]docosa-1(20),3(22),4,6,9(21),10,12,16,18-nonaen-12-yl]-2-piperidin-4-ylacetamide tris(trifluoroacetate)), FC(OC1=C(C=CC=C1)S(=O)(=O)Cl)(F)F (2-(trifluoromethoxy)benzenesulfonyl chloride). Yields the product FC(C(=O)O)(F)F.FC(C(=O)O)(F)F.ClC=1C=NC=2NC=3C=NC=C(CCC4=C(C=CC(NC1N2)=C4)NC(CC4CCN(CC4)S(=O)(=O)C4=C(C=CC=C4)OC(F)(F)F)=O)C3 (N-[6-Chloro-2,4,8,18,22-pentaazatetracyclo[14.3.1.1(3,7).1(9,13)]docosa-1(20),3(22),4,6,9(21),10,12,16,18-nonaen-12-yl]-2-(1-{[2-(trifluoromethoxy)phenyl]sulfonyl}piperidin-4-yl)acetamide bis(trifluoroacetate)). Yield: 16.0%. RXN SMILES: [F:1][C:2]([F:7])([F:6])[C:3]([OH:5])=[O:4].[F:8][C:9]([F:14])([F:13])[C:10]([OH:12])=[O:11].FC(F)(F)C(O)=O.[Cl:22][C:23]1[CH:24]=[N:25][C:26]2[NH:27][C:28]3[CH:29]=[N:30][CH:31]=[C:32]([CH:54]=3)[CH2:33][CH2:34][C:35]3[CH:43]=[C:39]([NH:40][C:41]=1[N:42]=2)[CH:38]=[CH:37][C:36]=3[NH:44][C:45](=[O:53])[CH2:46][CH:47]1[CH2:52][CH2:51][NH:50][CH2:49][CH2:48]1.[F:55][C:56]([F:69])([F:68])[O:57][C:58]1[CH:63]=[CH:62][CH:61]=[CH:60][C:59]=1[S:64](Cl)(=[O:66])=[O:65]>>[F:1][C:2]([F:7])([F:6])[C:3]([OH:5])=[O:4].[F:8][C:9]([F:14])([F:13])[C:10]([OH:12])=[O:11].[Cl:22][C:23]1[CH:24]=[N:25][C:26]2[NH:27][C:28]3[CH:29]=[N:30][CH:31]=[C:32]([CH:54]=3)[CH2:33][CH2:34][C:35]3[CH:43]=[C:39]([NH:40][C:41]=1[N:42]=2)[CH:38]=[CH:37][C:36]=3[NH:44][C:45](=[O:53])[CH2:46][CH:47]1[CH2:52][CH2:51][N:50]([S:64]([C:59]2[CH:60]=[CH:61][CH:62]=[CH:63][C:58]=2[O:57][C:56]([F:55])([F:68])[F:69])(=[O:66])=[O:65])[CH2:49][CH2:48]1 |f:0.1.2.3,5.6.7|. Reported procedure: The desired compound was prepared according to the procedure of Example A42 using N-[6-chloro-2,4,8,18,22-pentaazatetracyclo[14.3.1.1(3,7).1(9,13)]docosa-1(20),3(22),4,6,9(21),10,12,16,18-nonaen-12-yl]-2-piperidin-4-ylacetamide tris(trifluoroacetate) and 2-(trifluoromethoxy)benzenesulfonyl chloride as starting materials in 16% yield. LCMS for C31H30ClF3N7O4S (M+H)+: m/z=688.2. Starting materials: CCOC(=O)CC(=O)Nc1cc(F)c(Oc2ccnc(C(N)=O)c2)cc1F, CO, Cl, [Na+], [OH-]. Yields the product NC(=O)c1cc(Oc2cc(F)c(NC(=O)CC(=O)O)cc2F)ccn1. Reaction SMILES: [C:1]([NH2:2])(=[O:3])[c:4]1[n:5][cH:6][cH:7][c:8]([O:10][c:11]2[cH:12][c:13]([F:27])[c:14]([NH:18][C:19]([CH2:20][C:21](=[O:22])[O:23][CH2:24][CH3:25])=[O:26])[cH:15][c:16]2[F:17])[cH:9]1.[CH3:31][OH:32].[ClH:30].[Na+:29].[OH-:28]>>[C:1]([NH2:2])(=[O:3])[c:4]1[n:5][cH:6][cH:7][c:8]([O:10][c:11]2[cH:12][c:13]([F:27])[c:14]([NH:18][C:19]([CH2:20][C:21](=[O:22])[OH:23])=[O:26])[cH:15][c:16]2[F:17])[cH:9]1.